From a dataset of the Open Reaction Database (ORD), a public repository of structured organic reaction records. describe an organic reaction: reactants, conditions, products, and yield The reactants are COC1=CC=C(C=C1)C=1N=NC(=CC1C1=CC=C(C=C1)OC)Cl (3,4-bis(4-methoxyphenyl)-6-chloropyridazine), ClC=1C=C(C=C(C1Cl)Cl)S (3,4,5-trichlorothiophenol). The product is COC1=CC=C(C=C1)C=1N=NC(=CC1C1=CC=C(C=C1)OC)SC1=CC(=C(C(=C1)Cl)Cl)Cl (3,4-bis(4-methoxyphenyl)-6-(3,4,5-trichlorophenylthio)pyridazine), solid. The yield is 40.6%. As a reaction SMILES: [CH3:1][O:2][C:3]1[CH:8]=[CH:7][C:6]([C:9]2[N:10]=[N:11][C:12](Cl)=[CH:13][C:14]=2[C:15]2[CH:20]=[CH:19][C:18]([O:21][CH3:22])=[CH:17][CH:16]=2)=[CH:5][CH:4]=1.[Cl:24][C:25]1[CH:26]=[C:27]([SH:33])[CH:28]=[C:29]([Cl:32])[C:30]=1[Cl:31]>>[CH3:1][O:2][C:3]1[CH:4]=[CH:5][C:6]([C:9]2[N:10]=[N:11][C:12]([S:33][C:27]3[CH:28]=[C:29]([Cl:32])[C:30]([Cl:31])=[C:25]([Cl:24])[CH:26]=3)=[CH:13][C:14]=2[C:15]2[CH:20]=[CH:19][C:18]([O:21][CH3:22])=[CH:17][CH:16]=2)=[CH:7][CH:8]=1. Reported procedure: In a similar manner as in Example 2, 3,4-bis(4-methoxyphenyl)-6-chloropyridazine (200 mg, 0.613 mmol) and 3,4,5-trichlorothiophenol [Ger. Offen. DE 2515699 19751023 (Dow Chemical Co., U.S.A.)] were reacted as starting materials at 100° C. for 72 hours and post-treatment was then conducted, whereby the title compound was obtained as a colorless amorphous solid (125.3 mg, 40.6%) Reaction SMILES: Cl[C:2]([O:4][CH2:5][C:6]([Cl:9])([Cl:8])[Cl:7])=[O:3].C1(C)C=CC(S(O)(=O)=O)=CC=1.[NH2:21][C@@H:22]1[C:38](=[O:39])[N:24]2[C:25]([C:30]([O:32][CH2:33][C:34]([Cl:37])([Cl:36])[Cl:35])=[O:31])=[C:26]([CH3:29])[CH2:27][S:28][C@H:23]12>CC(N(C)C)=O.C(#N)C>[CH3:29][C:26]1[CH2:27][S:28][C@@H:23]2[C@H:22]([NH:21][C:2]([O:4][CH2:5][C:6]([Cl:9])([Cl:8])[Cl:7])=[O:3])[C:38](=[O:39])[N:24]2[C:25]=1[C:30]([O:32][CH2:33][C:34]([Cl:35])([Cl:37])[Cl:36])=[O:31] |f:1.2|. Run at time 30 minute. Procedure: 2,2,2-Trichloroethyl chloroformate (3.15 ml, 22 mmole) was added to a suspension of 2,2,2-trichloroethyl 7β-amino-3-methylceph-3-em-4-carboxylate hydrogen p-toluenesulphonate (10.36 g, 20 mmole) in a mixture of dimethylacetamide (25 ml) and acetonitrile (100 ml.) The mixture was stirred at ca. 25° for 30 minutes, the acetonitrile was evaporated and ethyl acetate (80 ml) was added. The solution was washed with saturated sodium hydrogen carbonate solution (80 ml), dried and evaporated to an oil wh... The reactants are ClC(=O)OCC(Cl)(Cl)Cl (2,2,2-Trichloroethyl chloroformate), C1(=CC=C(C=C1)S(=O)(=O)O)C.N[C@H]1[C@@H]2N(C(=C(CS2)C)C(=O)OCC(Cl)(Cl)Cl)C1=O (2,2,2-trichloroethyl 7β-amino-3-methylceph-3-em-4-carboxylate hydrogen p-toluenesulphonate). Yields the product CC=1CS[C@H]2N(C1C(=O)OCC(Cl)(Cl)Cl)C([C@H]2NC(=O)OCC(Cl)(Cl)Cl)=O (2,2,2-Trichloroethyl 3-Methyl-7β-(2,2,2-trichloroethoxy carbonylamino)ceph-3-em-4-carboxylate). Solvent: CC(=O)N(C)C (dimethylacetamide), C(C)#N (acetonitrile). Reactants: CC(C)(C)[Si](C)(C)OCc1ccc(C=O)o1, BrC(Br)(Br)Br, CCN(C(C)C)C(C)C, Cc1nc(CO)ccc1-c1noc(-c2ccc(CC(C)C)c(Cl)c2)n1, Cl, COC(=O)C1CNC1, c1ccc(P(c2ccccc2)c2ccccc2)cc1. Yields the product COC(=O)C1CN(Cc2ccc(-c3noc(-c4ccc(CC(C)C)c(Cl)c4)n3)c(C)n2)C1. Reaction SMILES: [C:1]([Si:2]([CH3:3])([CH3:4])[O:5][CH2:6][c:7]1[o:8][c:9]([CH:10]=[O:11])[cH:12][cH:13]1)([CH3:14])([CH3:15])[CH3:16].[C:42]([Br:43])([Br:44])([Br:45])[Br:46].[CH:75]([N:76]([CH2:77][CH3:78])[CH:79]([CH3:80])[CH3:81])([CH3:82])[CH3:83].[Cl:17][c:18]1[cH:19][c:20](-[c:28]2[n:29][c:30](-[c:33]3[cH:34][cH:35][c:36]([CH2:40][OH:41])[n:37][c:38]3[CH3:39])[n:31][o:32]2)[cH:21][cH:22][c:23]1[CH2:24][CH:25]([CH3:26])[CH3:27].[ClH:66].[NH:67]1[CH2:68][CH:69]([C:71](=[O:72])[O:73][CH3:74])[CH2:70]1.[c:47]1([P:48]([c:49]2[cH:50][cH:51][cH:52][cH:53][cH:54]2)[c:55]2[cH:56][cH:57][cH:58][cH:59][cH:60]2)[cH:61][cH:62][cH:63][cH:64][cH:65]1>>[Cl:17][c:18]1[cH:19][c:20](-[c:28]2[n:29][c:30](-[c:33]3[cH:34][cH:35][c:36]([CH2:40][N:67]4[CH2:68][CH:69]([C:71](=[O:72])[O:73][CH3:74])[CH2:70]4)[n:37][c:38]3[CH3:39])[n:31][o:32]2)[cH:21][cH:22][c:23]1[CH2:24][CH:25]([CH3:26])[CH3:27]. Reactants: [H-].[Na+] (Sodium hydride), OC1CCC(CC1)N(C(OC(C)(C)C)=O)C (tert-butyl N-(4-hydroxycyclohexyl)-N-methylcarbamate), [Si](C)(C)(C(C)(C)C)OC[C@@H]1C=2C=3C(=NC=NC3SC2CC1)Cl ((3S)-3-[[(tert-butyldimethylsilyl)oxy]methyl]-12-chloro-7-thia-9,11-diazatricyclo[6.4.0.0[2,6]]dodeca-1(8),2(6),9,11-tetraene). The solvent is O1CCCC1 (tetrahydrofuran), C1CCOC1 (THF). Reaction conditions: time 8 hour. Product: [Si](C)(C)(C(C)(C)C)OC[C@@H]1C=2C=3C(=NC=NC3SC2CC1)OC1CCC(CC1)N(C(OC(C)(C)C)=O)C (tert-butyl N-(4-[[(3S)-3-[[(tert-butyldimethylsilyl)oxy]methyl]-7-thia-9,11-diazatricyclo[6.4.0.0[2,6]]dodeca-1(8),2(6),9,11-tetraen-12-yl]oxy]cyclohexyl)-N-methylcarbamate). The yield is 87.9%. Reaction SMILES: [H-].[Na+].[OH:3][CH:4]1[CH2:9][CH2:8][CH:7]([N:10]([CH3:18])[C:11](=[O:17])[O:12][C:13]([CH3:16])([CH3:15])[CH3:14])[CH2:6][CH2:5]1.[Si:19]([O:26][CH2:27][C@H:28]1[CH2:39][CH2:38][C:37]2[S:36][C:35]3[N:34]=[CH:33][N:32]=[C:31](Cl)[C:30]=3[C:29]1=2)([C:22]([CH3:25])([CH3:24])[CH3:23])([CH3:21])[CH3:20]>C1COCC1>[Si:19]([O:26][CH2:27][C@H:28]1[CH2:39][CH2:38][C:37]2[S:36][C:35]3[N:34]=[CH:33][N:32]=[C:31]([O:3][CH:4]4[CH2:9][CH2:8][CH:7]([N:10]([CH3:18])[C:11](=[O:17])[O:12][C:13]([CH3:14])([CH3:15])[CH3:16])[CH2:6][CH2:5]4)[C:30]=3[C:29]1=2)([C:22]([CH3:25])([CH3:23])[CH3:24])([CH3:21])[CH3:20] |f:0.1|. Procedure: Sodium hydride (60% dispersion in mineral oil, 240 mg, 6.00 mmol, 3.00 equiv) was treated with tert-butyl N-(4-hydroxycyclohexyl)-N-methylcarbamate (642 mg, 2.80 mmol, 1.40 equiv) in freshly distilled tetrahydrofuran (14 mL) at 0° C. under nitrogen for 30 min. To this mixture was added a solution of (3S)-3-[[(tert-butyldimethylsilyl)oxy]methyl]-12-chloro-7-thia-9,11-diazatricyclo[6.4.0.0[2,6]]dodeca-1(8),2(6),9,11-tetraene (710 mg, 2.00 mmol, 1.00 equiv) in 5 mL of THF via syringe and the result... Procedure details: Methyl-(3-nitro-phenyl)-{3-styryl-1-[2-(trimethyl-silanyl)-ethoxymethyl)-1H-indazol-yl}-amine was converted to N-methyl-N{3-styryl-1-[2-trimethyl-silanyl)-ethoxymethyl]-1H-indazol-6-yl}-benzene-1,3-diamine as described in Example 11, step (iv). Rf sm 0.55, Rf p 0.31 (ethyl acetate:hexane 3:7); FTIR (thin film) 3455, 3360, 2951, 2893, 1621, 1601, 1494, 1449, 1249, 1074 cm−1; 1H NMR (300 MHz, CDCl3) δ 7.81 (d, 1H, J=8.8 Hz) 7.58 (d, 2H, J=7.21 Hz), 7.26-7.50 (m, 5H), 7.12 (t, 1H, J=7.93 Hz), 7.01 ... Reaction SMILES: [CH3:1][N:2]([C:28]1[CH:33]=[CH:32][CH:31]=[C:30]([N+:34]([O-])=O)[CH:29]=1)[C:3]1[CH:11]=[CH:10][CH:9]=[C:8]2[C:4]=1[C:5]([CH:20]=[CH:21][C:22]1[CH:27]=[CH:26][CH:25]=[CH:24][CH:23]=1)=[N:6][N:7]2COCC[Si](C)(C)C.C1(N)C=CC=C(N)C=1>C(OCC)(=O)C.CCCCCC>[CH3:1][N:2]([C:3]1[CH:4]=[C:8]2[C:9]([C:5]([CH:20]=[CH:21][C:22]3[CH:27]=[CH:26][CH:25]=[CH:24][CH:23]=3)=[N:6][NH:7]2)=[CH:10][CH:11]=1)[C:28]1[CH:33]=[CH:32][CH:31]=[C:30]([NH2:34])[CH:29]=1 |f:2.3|. Product: CN(C1=CC(=CC=C1)N)C1=CC=C2C(=NNC2=C1)C=CC1=CC=CC=C1 (N-Methyl-N-(3-styryl-1H-indazol-6-yl)-benzene-1,3-diamine). The reactants are CN(C1=C2C(=NN(C2=CC=C1)COCC[Si](C)(C)C)C=CC1=CC=CC=C1)C1=CC(=CC=C1)[N+](=O)[O-] (Methyl-(3-nitro-phenyl)-{3-styryl-1-[2-(trimethyl-silanyl)-ethoxymethyl)-1H-indazol-yl}-amine), C1(=CC(=CC=C1)N)N (benzene-1,3-diamine). Solvent: C(C)(=O)OCC.CCCCCC (ethyl acetate hexane). Yields the product C(C)N1C(NC(C(=C1C(=O)C=1C=C(C#N)C=C(C1)C)C(C)C)=O)=O (3-(3-ethyl-5-isopropyl-2,6-dioxo-1,2,3,6-tetrahydropyrimidine-4-carbonyl)-5-methylbenzonitrile). As a reaction SMILES: Br[C:2]1[CH:3]=[C:4]([CH:18]=[C:19]([CH3:21])[CH:20]=1)[C:5]([C:7]1[NH:12][C:11](=[O:13])[NH:10][C:9](=[O:14])[C:8]=1[CH:15]([CH3:17])[CH3:16])=[O:6].C([O-])([O-])=O.[K+].[K+].I[CH2:29][CH3:30].[CH3:31][N:32](C=O)C>O.[C-]#N.[Zn+2].[C-]#N.C1C=CC(P(C2C=CC=CC=2)[C-]2C=CC=C2)=CC=1.C1C=CC(P(C2C=CC=CC=2)[C-]2C=CC=C2)=CC=1.[Fe+2].C1C=CC(/C=C/C(/C=C/C2C=CC=CC=2)=O)=CC=1.C1C=CC(/C=C/C(/C=C/C2C=CC=CC=2)=O)=CC=1.C1C=CC(/C=C/C(/C=C/C2C=CC=CC=2)=O)=CC=1.[Pd].[Pd]>[CH2:29]([N:12]1[C:7]([C:5]([C:4]2[CH:3]=[C:2]([CH:20]=[C:19]([CH3:21])[CH:18]=2)[C:31]#[N:32])=[O:6])=[C:8]([CH:15]([CH3:17])[CH3:16])[C:9](=[O:14])[NH:10][C:11]1=[O:13])[CH3:30] |f:1.2.3,7.8.9,10.11.12,13.14.15.16.17|. Procedure: To a stirred solution of 6-(3-bromo-5-methylbenzoyl)-5-isopropylpyrimidine-2,4(1H,3H)-dione (2.14 kg, 6.09 mol) in anhydrous DMF (5 L) under nitrogen, were added zinc cyanide (428 g), DPPF (73 g), and Pd2dba3 (56 g), in this order. The mixture was heated to 110-120° C. and stirred vigorously for 2 hours. After cooling to room temperature, K2CO3 (1.88 kg) and iodoethane (1.15 L, 14.31 mol) were added to the mixture. The mixture was heated to 60-65° C. and stirred for 18 hours. After cooling to ro... Reagents/catalysts: [C-]#N.[Zn+2].[C-]#N (zinc cyanide), C1=CC=C(C=C1)P([C-]2C=CC=C2)C3=CC=CC=C3.C1=CC=C(C=C1)P([C-]2C=CC=C2)C3=CC=CC=C3.[Fe+2] (DPPF), C=1C=CC(=CC1)/C=C/C(=O)/C=C/C2=CC=CC=C2.C=1C=CC(=CC1)/C=C/C(=O)/C=C/C2=CC=CC=C2.C=1C=CC(=CC1)/C=C/C(=O)/C=C/C2=CC=CC=C2.[Pd].[Pd] (Pd2dba3). Solvent: O (water). Yield: 48.0%. Reaction conditions: temperature 115 celsius, time 2 hour. Reactants: BrC=1C=C(C(=O)C2=C(C(NC(N2)=O)=O)C(C)C)C=C(C1)C (6-(3-bromo-5-methylbenzoyl)-5-isopropylpyrimidine-2,4(1H,3H)-dione), CN(C)C=O (DMF), C(=O)([O-])[O-].[K+].[K+] (K2CO3), ICC (iodoethane).